Dataset: the Open Reaction Database (ORD), a public repository of structured organic reaction records. Task: describe an organic reaction: reactants, conditions, products, and yield The reactants are C(C)(C)(C)N1C(OC(C1)COC1=NC=C(C2=CC=C(C=C12)Cl)C)C1=CC=CC=C1 (1-(3-tert.-Butyl-2-phenyl-5-oxazolidinyl-methoxy)-7-chloro-4-methylisoquinoline). The solvent is Cl (hydrochloric acid). Yields the product OC(COC1=NC=C(C2=CC=C(C=C12)Cl)C)CNC(C)(C)C (1-(2-Hydroxy-3-tert.-butylaminopropoxy)-7-chloro-4-methylisoquinoline). Reaction SMILES: [C:1]([N:5]1[CH2:9][CH:8]([CH2:10][O:11][C:12]2[C:21]3[C:16](=[CH:17][CH:18]=[C:19]([Cl:22])[CH:20]=3)[C:15]([CH3:23])=[CH:14][N:13]=2)[O:7]C1C1C=CC=CC=1)([CH3:4])([CH3:3])[CH3:2]>Cl>[OH:7][CH:8]([CH2:9][NH:5][C:1]([CH3:4])([CH3:3])[CH3:2])[CH2:10][O:11][C:12]1[C:21]2[C:16](=[CH:17][CH:18]=[C:19]([Cl:22])[CH:20]=2)[C:15]([CH3:23])=[CH:14][N:13]=1. Reported procedure: 1 g of 1-(3-tert.-Butyl-2-phenyl-5-oxazolidinyl-methoxy)-7-chloro-4-methylisoquinoline is heated to 80° in 10 ml of 1N hydrochloric acid for 10 minutes. The reaction mixture is extracted with ether. The ethereal phase is discarded and the aqueous phase worked up to yield the title compound in free base form. M.p. 116°-117°. Starting materials: ClC1=CC(=CC=C1)C(=O)OO (m-chloroperbenzoic acid), CC1(OC2=C(C(C1)C1=NC=CC=C1)C=C(C=C2)C#N)C (3,4-dihydro-2,2-dimethyl-4-(2-pyridyl)-2H-1-benzopyran-6-carbonitrile). Run in ClCCl (dichloromethane). Reaction conditions: time 2 hour. Yields the product C(#N)C=1C=CC2=C(C(CC(O2)(C)C)C2=[N+](C=CC=C2)[O-])C1 (2-(6-cyano-3,4-dihydro-2,2-dimethyl-2H-1-benzopyran-4-yl)pyridine N-oxide). The yield is 64.3%. As a reaction SMILES: ClC1C=CC=C(C(OO)=[O:9])C=1.[CH3:12][C:13]1([CH3:31])[CH2:18][CH:17]([C:19]2[CH:24]=[CH:23][CH:22]=[CH:21][N:20]=2)[C:16]2[CH:25]=[C:26]([C:29]#[N:30])[CH:27]=[CH:28][C:15]=2[O:14]1>ClCCl>[C:29]([C:26]1[CH:27]=[CH:28][C:15]2[O:14][C:13]([CH3:31])([CH3:12])[CH2:18][CH:17]([C:19]3[CH:24]=[CH:23][CH:22]=[CH:21][N+:20]=3[O-:9])[C:16]=2[CH:25]=1)#[N:30]. Procedure: 406 mg of m-chloroperbenzoic acid were added to a solution of 528 mg of 3,4-dihydro-2,2-dimethyl-4-(2-pyridyl)-2H-1-benzopyran-6-carbonitrile in 15 ml of dichloromethane at room temperature. After 2 hours at room temperature, the mixture was washed with sodium bicarbonate solution and the organic phase was dried over sodium sulphate and evaporated. The residue was crystallized from t-butyl methyl ether and was recrystallized from toluene to give 360 mg of 2-(6-cyano-3,4-dihydro-2,2-dimethyl-2H-1... Run at temperature -33 celsius, time 45 minute. Product: C(C1=CC=CC=C1)OC1=C(C=C2CC(C2=C1)C#N)OC (4-benzyloxy-3-methoxybicyclo[4.2.0]octa-1,3,5-triene-7-carbonitrile). The solvent is liquid. Isolated yield 66.1%. Reaction SMILES: [NH2-].[Na+].N.[Na].[CH2:5]([O:12][C:13]1[C:18]([O:19][CH3:20])=[CH:17][C:16]([CH2:21][CH2:22][C:23]#[N:24])=[C:15](Br)[CH:14]=1)[C:6]1[CH:11]=[CH:10][CH:9]=[CH:8][CH:7]=1>>[CH2:5]([O:12][C:13]1[CH:14]=[C:15]2[C:16]([CH2:21][CH:22]2[C:23]#[N:24])=[CH:17][C:18]=1[O:19][CH3:20])[C:6]1[CH:11]=[CH:10][CH:9]=[CH:8][CH:7]=1 |f:0.1,^1:3|. Procedure: A suspension of sodium amide is prepared from 100 mL of liquid ammonia, sodium (0.52 g, 22.8 mmol) and a catalytic amount of ferric nitrate. To this is added 3-(4-benzyloxy-2-bromo-5-methoxyphenyl)-propionitrile (2 g, 5.7 mmol) in portions and the reaction is stirred at −33° C. for 45 minutes. The reaction is then cooled down to −78° C. and quenched with ammonium chloride. The liquid ammonia is allowed to evaporate and the resulting solid residue is washed with water. The tan solid obtained is p... Reactants: [NH2-].[Na+] (sodium amide), ferric nitrate, C(C1=CC=CC=C1)OC1=CC(=C(C=C1OC)CCC#N)Br (3-(4-benzyloxy-2-bromo-5-methoxyphenyl)-propionitrile), N (ammonia), [Na] (sodium). Reactants: Clc1ccc(OCc2ccccc2)cn1, CN1CCCC1=O, [H-], [Na+], OC1COC(c2ccccc2)OC1. The product is c1ccc(COc2ccc(OC3COC(c4ccccc4)OC3)nc2)cc1. As a reaction SMILES: [CH2:16]([c:17]1[cH:18][cH:19][cH:20][cH:21][cH:22]1)[O:23][c:24]1[cH:25][cH:26][c:27]([Cl:30])[n:28][cH:29]1.[CH3:31][N:32]1[CH2:33][CH2:34][CH2:35][C:36]1=[O:37].[H-:14].[Na+:15].[c:1]1([CH:7]2[O:8][CH2:9][CH:10]([OH:13])[CH2:11][O:12]2)[cH:2][cH:3][cH:4][cH:5][cH:6]1>>[c:1]1([CH:7]2[O:8][CH2:9][CH:10]([O:13][c:27]3[cH:26][cH:25][c:24]([O:23][CH2:16][c:17]4[cH:18][cH:19][cH:20][cH:21][cH:22]4)[cH:29][n:28]3)[CH2:11][O:12]2)[cH:2][cH:3][cH:4][cH:5][cH:6]1. Starting materials: CS(=O)(=O)OCC1(CC(C1)(N1N=CC(=C1)C=1C2=C(N=CN1)N(C=C2)COCC[Si](C)(C)C)CC#N)COS(=O)(=O)C (3-(Cyanomethyl)-3-[4-(7-[2-(trimethylsilyl)ethoxy]methyl-7H-pyrrolo[2,3-d]pyrimidin-4-yl)-1H-pyrazol-1-yl]cyclobutane-1,1-diylbis(methylene) dimethanesulfonate), [BH4-].[Na+] (sodium tetrahydroborate). Run in CN(C)C=O (DMF). Yields the product CC1(CC(C1)(N1N=CC(=C1)C=1C2=C(N=CN1)N(C=C2)COCC[Si](C)(C)C)CC#N)C (3,3-dimethyl-1-[4-(7-[2-(trimethylsilyl)ethoxy]methyl-7H-pyrrolo[2,3-d]pyrimidin-4-yl)-1H-pyrazol-1-yl]cyclobutylacetonitrile). As a reaction SMILES: CS(O[CH2:6][C:7]1([CH2:36]OS(C)(=O)=O)[CH2:10][C:9]([CH2:33][C:34]#[N:35])([N:11]2[CH:15]=[C:14]([C:16]3[C:17]4[CH:24]=[CH:23][N:22]([CH2:25][O:26][CH2:27][CH2:28][Si:29]([CH3:32])([CH3:31])[CH3:30])[C:18]=4[N:19]=[CH:20][N:21]=3)[CH:13]=[N:12]2)[CH2:8]1)(=O)=O.[BH4-].[Na+]>CN(C=O)C>[CH3:6][C:7]1([CH3:36])[CH2:8][C:9]([CH2:33][C:34]#[N:35])([N:11]2[CH:15]=[C:14]([C:16]3[C:17]4[CH:24]=[CH:23][N:22]([CH2:25][O:26][CH2:27][CH2:28][Si:29]([CH3:31])([CH3:30])[CH3:32])[C:18]=4[N:19]=[CH:20][N:21]=3)[CH:13]=[N:12]2)[CH2:10]1 |f:1.2|. Reported procedure: 3-(Cyanomethyl)-3-[4-(7-[2-(trimethylsilyl)ethoxy]methyl-7H-pyrrolo[2,3-d]pyrimidin-4-yl)-1H-pyrazol-1-yl]cyclobutane-1,1-diylbis(methylene) dimethanesulfonate (0.06 g, 0.0001 mol) was reacted with sodium tetrahydroborate (0.02 g, 0.0004 mol) in DMF (0.8 mL) (˜0.5 M) at 65° C. under nitrogen for 2 h. The reaction was quenched with water, and extracted with dichloromethane. The organic layers were washed with water, dried over MgSO4, concentrated. The residue was purified with Combiflash (silica ... Starting materials: O=C(n1ccnc1)n1ccnc1, CS(N)(=O)=O, CN(C)C=O, CC(C)NC(=O)C(C)(C)Nc1cccc(C2Nc3ccc(C(=O)O)cc3CC2(C)C)c1, [H-], [Na+]. The product is CC(C)NC(=O)C(C)(C)Nc1cccc(C2Nc3ccc(C(=O)NS(C)(=O)=O)cc3CC2(C)C)c1. Reaction SMILES: [C:39]([n:40]1[cH:41][cH:42][n:43][cH:44]1)([n:45]1[cH:46][cH:47][n:48][cH:49]1)=[O:50].[CH3:1][S:2](=[O:3])(=[O:4])[NH2:5].[CH3:51][N:52]([CH3:53])[CH:54]=[O:55].[CH:8]([CH3:9])([CH3:10])[NH:11][C:12](=[O:13])[C:14]([CH3:15])([CH3:16])[NH:17][c:18]1[cH:19][c:20]([CH:24]2[NH:25][c:26]3[cH:27][cH:28][c:29]([C:36](=[O:37])[OH:38])[cH:30][c:31]3[CH2:32][C:33]2([CH3:34])[CH3:35])[cH:21][cH:22][cH:23]1.[H-:6].[Na+:7]>>[CH3:1][S:2](=[O:3])(=[O:4])[NH:5][C:36]([c:29]1[cH:28][cH:27][c:26]2[c:31]([cH:30]1)[CH2:32][C:33]([CH3:34])([CH3:35])[CH:24]([c:20]1[cH:19][c:18]([NH:17][C:14]([C:12]([NH:11][CH:8]([CH3:9])[CH3:10])=[O:13])([CH3:15])[CH3:16])[cH:23][cH:22][cH:21]1)[NH:25]2)=[O:37]. The reactants are methylene, solution, C(C)(C)(C)C1=C(C=C(OCC(=O)OC(C)(C)C)C=C1)Cl (tert-butyl (4-tert-butyl-3-chlorophenoxy)acetate), FC(C(=O)O)(F)F (trifluoroacetic acid). Conditions: time 5 hour. Yields the product C(C)(C)(C)C1=C(C=C(OCC(=O)O)C=C1)Cl ((4-tert-Butyl-3-chlorophenoxy)acetic acid). Yield: 112.8%. RXN SMILES: [C:1]([C:5]1[CH:19]=[CH:18][C:8]([O:9][CH2:10][C:11]([O:13]C(C)(C)C)=[O:12])=[CH:7][C:6]=1[Cl:20])([CH3:4])([CH3:3])[CH3:2].FC(F)(F)C(O)=O>>[C:1]([C:5]1[CH:19]=[CH:18][C:8]([O:9][CH2:10][C:11]([OH:13])=[O:12])=[CH:7][C:6]=1[Cl:20])([CH3:4])([CH3:2])[CH3:3]. Procedure details: To a methylene chliride (3 ml) solution of tert-butyl (4-tert-butyl-3-chlorophenoxy)acetate (820 mg, 2.4 mmol) was added trifluoroacetic acid (TFA) (3 ml). The mixture was stirred for 5 hours at ambient temperature. The solvent was removed under reduced pressure to give a residue, which was applied to a recrystallization from hexane-methylene dichloride to furnish 657 mg (100% yield) of the title compound as a white solid. Starting materials: Brc1cc(Br)cc(OCc2ccccc2)c1, CC(C)(C)[O-], CCOC(C)=O, CCCCCCC, Cc1ccccc1, Nc1cccnc1, [Na+], O=C(C=Cc1ccccc1)C=Cc1ccccc1, O=C(C=Cc1ccccc1)C=Cc1ccccc1, O=C(C=Cc1ccccc1)C=Cc1ccccc1, [Pd], [Pd]. Product: Brc1cc(Nc2cccnc2)cc(OCc2ccccc2)c1. RXN SMILES: [Br:1][c:2]1[cH:3][c:4]([O:9][CH2:10][c:11]2[cH:12][cH:13][cH:14][cH:15][cH:16]2)[cH:5][c:6]([Br:8])[cH:7]1.[CH3:24][C:25]([CH3:26])([O-:27])[CH3:28].[CH3:30][CH2:31][O:32][C:33]([CH3:34])=[O:35].[CH3:36][CH2:37][CH2:38][CH2:39][CH2:40][CH2:41][CH3:42].[CH3:43][c:44]1[cH:45][cH:46][cH:47][cH:48][cH:49]1.[NH2:17][c:18]1[cH:19][n:20][cH:21][cH:22][cH:23]1.[Na+:29].[O:52]=[C:53]([CH:54]=[CH:55][c:56]1[cH:57][cH:58][cH:59][cH:60][cH:61]1)[CH:62]=[CH:63][c:64]1[cH:65][cH:66][cH:67][cH:68][cH:69]1.[O:70]=[C:71]([CH:72]=[CH:73][c:74]1[cH:75][cH:76][cH:77][cH:78][cH:79]1)[CH:80]=[CH:81][c:82]1[cH:83][cH:84][cH:85][cH:86][cH:87]1.[O:88]=[C:89]([CH:90]=[CH:91][c:92]1[cH:93][cH:94][cH:95][cH:96][cH:97]1)[CH:98]=[CH:99][c:100]1[cH:101][cH:102][cH:103][cH:104][cH:105]1.[Pd:50].[Pd:51]>>[c:2]1([NH:17][c:18]2[cH:19][n:20][cH:21][cH:22][cH:23]2)[cH:3][c:4]([O:9][CH2:10][c:11]2[cH:12][cH:13][cH:14][cH:15][cH:16]2)[cH:5][c:6]([Br:8])[cH:7]1. The reactants are O (water), ClC1=NC(=C2N=CN(C2=N1)CC1CCOCC1)N (2-chloro-9-(tetrahydro-2H-pyran-4-ylmethyl)-9H-purin-6-amine), C(C)#N (acetonitrile). Solvent: C1(CCCCC1)N (cyclohexylamine). Yields the product C1(CCCCC1)CNC1=NC(=C2N=CN(C2=N1)CC1CCOCC1)N (N2-(Cyclohexylmethyl)-9-(tetrahydro-2H-pyran-4-ylmethyl)-9H-Purine-2,6-diamine). Reaction SMILES: Cl[C:2]1[N:10]=[C:9]2[C:5]([N:6]=[CH:7][N:8]2[CH2:11][CH:12]2[CH2:17][CH2:16][O:15][CH2:14][CH2:13]2)=[C:4]([NH2:18])[N:3]=1.O.[C:20](#[N:22])[CH3:21]>C1(N)CCCCC1>[CH:21]1([CH2:20][NH:22][C:2]2[N:10]=[C:9]3[C:5]([N:6]=[CH:7][N:8]3[CH2:11][CH:12]3[CH2:17][CH2:16][O:15][CH2:14][CH2:13]3)=[C:4]([NH2:18])[N:3]=2)[CH2:16][CH2:17][CH2:12][CH2:13][CH2:14]1. Procedure: A solution of 2-chloro-9-(tetrahydro-2H-pyran-4-ylmethyl)-9H-purin-6-amine (150 mg) in cyclohexylamine (363 ul) was heated in the microwave at 170° C. for five minutes. The crude reaction mixture was subjected to C18 reverse phase chromatography using water (containing 0.1% formic acid)-acetonitrile (containing 0.05% formic acid) as eluant (20-60%) to afford a white solid (98 mg).